The task is: describe an organic reaction: reactants, conditions, products, and yield. This data is from the Open Reaction Database (ORD), a public repository of structured organic reaction records. The reactants are COC(CC1CCCC(C(=O)O)N1C(=O)OCc1ccccc1)OC, ClCCCl, ClCCl, Cl, [Na+], O=C([O-])O, On1nnc2ccccc21, NCCCCc1ccccc1. The product is COC(CC1CCCC(C(=O)NCCCCc2ccccc2)N1C(=O)OCc1ccccc1)OC. As a reaction SMILES: [CH2:1]([c:2]1[cH:3][cH:4][cH:5][cH:6][cH:7]1)[O:8][C:9](=[O:10])[N:11]1[CH:12]([C:23](=[O:24])[OH:25])[CH2:13][CH2:14][CH2:15][CH:16]1[CH2:17][CH:18]([O:19][CH3:20])[O:21][CH3:22].[CH2:47]([Cl:48])[CH2:49][Cl:50].[Cl:57][CH2:58][Cl:59].[ClH:51].[Na+:56].[O-:52][C:53]([OH:54])=[O:55].[OH:37][n:38]1[c:39]2[c:40]([cH:41][cH:42][cH:43][cH:44]2)[n:45][n:46]1.[c:26]1([CH2:32][CH2:33][CH2:34][CH2:35][NH2:36])[cH:27][cH:28][cH:29][cH:30][cH:31]1>>[CH2:1]([c:2]1[cH:3][cH:4][cH:5][cH:6][cH:7]1)[O:8][C:9](=[O:10])[N:11]1[CH:12]([C:23](=[O:24])[NH:36][CH2:35][CH2:34][CH2:33][CH2:32][c:26]2[cH:27][cH:28][cH:29][cH:30][cH:31]2)[CH2:13][CH2:14][CH2:15][CH:16]1[CH2:17][CH:18]([O:19][CH3:20])[O:21][CH3:22]. Starting materials: O (Water), COC=1C=C2C=CNC2=CC1 (5-methoxy-1H-indole), BrCC(=O)OC (methyl 2-bromoacetate), [H-].[Na+] (sodium hydride). The solvent is CN(C)C=O (DMF). Reaction conditions: temperature 0 celsius, time 45 minute. Yields the product COC=1C=C2C=CN(C2=CC1)CC(=O)OC (methyl 2-(5-methoxy-1H-indol-1-yl)acetate). As a reaction SMILES: [CH3:1][O:2][C:3]1[CH:4]=[C:5]2[C:9](=[CH:10][CH:11]=1)[NH:8][CH:7]=[CH:6]2.[H-].[Na+].Br[CH2:15][C:16]([O:18][CH3:19])=[O:17].O>CN(C=O)C>[CH3:1][O:2][C:3]1[CH:4]=[C:5]2[C:9](=[CH:10][CH:11]=1)[N:8]([CH2:15][C:16]([O:18][CH3:19])=[O:17])[CH:7]=[CH:6]2 |f:1.2|. Procedure details: To a solution of 5-methoxy-1H-indole (500 mg, 3.40 mmol) in dry DMF (8 ml), cooled at 0° C., sodium hydride (60% w/w dispersion in mineral oil, 136 mg, 3.40 mmol) was slowly added portionwise and the reaction was stirred at 0° C. for 45 minutes; then methyl 2-bromoacetate (315 μl, 3.40 mmol) was added dropwise, and the reaction was stirred at room temperature for 15 hours. Water was slowly added, and the product was extracted with Et2O and then with ethyl acetate. The combined organic layers wer... Reactants: O(C1=CC=CC=C1)C[C@H]1N(CCC1)S(=O)(=O)C=1C=C2C(C(NC2=CC1)=O)=O ((S)-5-(2-Phenoxymethyl-pyrrolidine-1-sulfonyl)-1H-indole-2,3-dione), C(C)(C)(C)OC(=O)N1C(CCC1)COC=1C=NC=CC1 (2-(Pyridin-3-yl-oxymethyl)-pyrrolidine-1-carboxylic acid tert-butyl ester). Yields the product N1=CC(=CC=C1)OCC1N(CCC1)S(=O)(=O)C=1C=C2C(C(NC2=CC1)=O)=O (5-(2-(Pyridin-3-yl-oxymethyl)-pyrrolidine-1-sulfonyl)-1H-indole-2,3-dione). Yield: 82.0%. As a reaction SMILES: [O:1]([CH2:8][C@@H:9]1[CH2:13][CH2:12][CH2:11][N:10]1[S:14]([C:17]1[CH:18]=[C:19]2[C:23](=[CH:24][CH:25]=1)[NH:22][C:21](=[O:26])[C:20]2=[O:27])(=[O:16])=[O:15])[C:2]1[CH:7]=C[CH:5]=[CH:4][CH:3]=1.C(OC([N:35]1CCCC1COC1C=NC=CC=1)=O)(C)(C)C>>[N:35]1[CH:5]=[CH:4][CH:3]=[C:2]([O:1][CH2:8][CH:9]2[CH2:13][CH2:12][CH2:11][N:10]2[S:14]([C:17]2[CH:18]=[C:19]3[C:23](=[CH:24][CH:25]=2)[NH:22][C:21](=[O:26])[C:20]3=[O:27])(=[O:15])=[O:16])[CH:7]=1. Procedure: 5-(2-(Pyridin-3-yl-oxymethyl)-pyrrolidine-1-sulfonyl)-1H-indole-2,3-dione (20) was prepared according to the same procedure for compound 10, except using compound 19, and the crude product was recrystallized from ethyl acetate to afford 1.75 g (82%) of 20 as a yellow solid, mp 215.9-217.8° C. 1H NMR (300 MHz, DMSO) δ 11.42 (s, 1H), 8.26 (d, J=3.0 Hz, 1H), 8.16 (d, J=4.5 Hz, 1H), 8.02 (d, J=8.4 Hz, 1H), 7.78 (s, 1H), 7.38 (m, 1H), 7.33 (m, 1H), 7.05 (d, J=8.4 Hz, 1H), 4.15-4.02 (m, 2H), 3.90 (m, ... Reactants: C(C=C)OC(=O)O[C@H](C)[C@@H]1[C@@H]2N(C(=C([C@@H]2C)CO)C(=O)OCC=C)C1=O (allyl (1S,5R,6S)-6-[(1R)-1-allyloxycarbonyloxyethyl]-2-hydroxymethyl-1-methyl-1-carbapen-2-em-3-carboxylate), COCC=1N2C(SC1)=CN=C2 (3-methoxymethylimidazo[5,1-b]thiazole). The product is O[C@H](C)[C@@H]1[C@@H]2N(C(=C([C@@H]2C)CN2C=[N+]3C(SC=C3COC)=C2)C(=O)[O-])C1=O ((1S,5R,6S)-6-[(1R)-1-hydroxyethyl]-2-(3-methoxymethylimidazo[5,1-b]thiazolium-6-yl)methyl-1-methyl-1-carbapen-2-em-3-carboxylate). Yield: 10.3%. RXN SMILES: C(OC([O:7][C@@H:8]([C@H:10]1[C:25](=[O:26])[N:12]2[C:13]([C:19]([O:21]CC=C)=[O:20])=[C:14]([CH2:17]O)[C@H:15]([CH3:16])[C@H:11]12)[CH3:9])=O)C=C.[CH3:27][O:28][CH2:29][C:30]1[N:31]2[CH:37]=[N:36][CH:35]=[C:32]2[S:33][CH:34]=1>>[OH:7][C@@H:8]([C@H:10]1[C:25](=[O:26])[N:12]2[C:13]([C:19]([O-:21])=[O:20])=[C:14]([CH2:17][N:36]3[CH:35]=[C:32]4[S:33][CH:34]=[C:30]([CH2:29][O:28][CH3:27])[N+:31]4=[CH:37]3)[C@H:15]([CH3:16])[C@H:11]12)[CH3:9]. Procedure details: The same procedure as in Example 1 was repeated except that 76 mg of allyl (1S,5R,6S)-6-[(1R)-1-allyloxycarbonyloxyethyl]-2-hydroxymethyl-1-methyl-1-carbapen-2-em-3-carboxylate and 53 mg of 3-methoxymethylimidazo[5,1-b]thiazole were used, thereby obtaining 8.4 mg of the title compound.